Dataset: the Open Reaction Database (ORD), a public repository of structured organic reaction records. Task: describe an organic reaction: reactants, conditions, products, and yield Yields the product FC1=CC=C(C=C1)C1=NN=C/2N1CCC\C2=C/C2=CC(=C(C=C2)N2C=NC(=C2)C)OC (3-(4-fluorophenyl)-8-{1-[3-methoxy-4-(4-methyl-1H-imidazol-1-yl)phenyl]-(E)-methylidene}-5,6,7,8-tetrahydro[1,2,4]triazolo[4,3-a]pyridine). Reported procedure: Sodium azide (0.15 g) was added to a solution of 2-{4-chloro-1-{1-[3-methoxy-4-(4-methyl-1H-imidazol-1-yl)phenyl]-(E)-methylidene}butyl}-5-(4-fluorophenyl)[1,3,4]oxadiazole (366 mg) in DMSO (10 mL) at room temperature, and the reaction solution was stirred at 70° C. for six hours. The reaction solution was left to cool to room temperature. Then, ethyl acetate and a saturated sodium bicarbonate solution were added to the reaction solution, and the organic layer was separated. The resulting organi... The reactants are [N-]=[N+]=[N-].[Na+] (Sodium azide), ClCCC\C(=C/C1=CC(=C(C=C1)N1C=NC(=C1)C)OC)\C=1OC(=NN1)C1=CC=C(C=C1)F (2-{4-chloro-1-{1-[3-methoxy-4-(4-methyl-1H-imidazol-1-yl)phenyl]-(E)-methylidene}butyl}-5-(4-fluorophenyl)[1,3,4]oxadiazole), C(C)(=O)OCC (ethyl acetate), C([O-])(O)=O.[Na+] (sodium bicarbonate). Run in CS(=O)C (DMSO). Run at temperature 70 celsius, time 6 hour. RXN SMILES: [N-:1]=[N+]=[N-].[Na+].Cl[CH2:6][CH2:7][CH2:8]/[C:9](/[C:25]1O[C:27]([C:30]2[CH:35]=[CH:34][C:33]([F:36])=[CH:32][CH:31]=2)=[N:28][N:29]=1)=[CH:10]\[C:11]1[CH:16]=[CH:15][C:14]([N:17]2[CH:21]=[C:20]([CH3:22])[N:19]=[CH:18]2)=[C:13]([O:23][CH3:24])[CH:12]=1.C(OCC)(=O)C.C(=O)(O)[O-].[Na+]>CS(C)=O>[F:36][C:33]1[CH:34]=[CH:35][C:30]([C:27]2[N:1]3[CH2:6][CH2:7][CH2:8]/[C:9](=[CH:10]\[C:11]4[CH:16]=[CH:15][C:14]([N:17]5[CH:21]=[C:20]([CH3:22])[N:19]=[CH:18]5)=[C:13]([O:23][CH3:24])[CH:12]=4)/[C:25]3=[N:29][N:28]=2)=[CH:31][CH:32]=1 |f:0.1,4.5|. The yield is 56.0%. Reactants: O=C([O-])O, CCO, NCCc1ccc(Cl)cc1, COc1nc(Cl)cc(Cl)n1, [Na+], O. Product: COc1nc(Cl)cc(NCCc2ccc(Cl)cc2)n1. As a reaction SMILES: [C:21](=[O:22])([OH:23])[O-:24].[CH3:27][CH2:28][OH:29].[Cl:11][c:12]1[cH:13][cH:14][c:15]([CH2:18][CH2:19][NH2:20])[cH:16][cH:17]1.[Cl:1][c:2]1[n:3][c:4]([O:9][CH3:10])[n:5][c:6]([Cl:8])[cH:7]1.[Na+:25].[OH2:26]>>[c:2]1([NH:20][CH2:19][CH2:18][c:15]2[cH:14][cH:13][c:12]([Cl:11])[cH:17][cH:16]2)[n:3][c:4]([O:9][CH3:10])[n:5][c:6]([Cl:8])[cH:7]1. The reactants are N1CCC(CC1)N1C=NC(=C1)NC(C(CCC)NC(CC1=CC(=CC(=C1)F)F)=O)=O (2-[2-(3,5-Difluoro-phenyl)-acetylamino]-pentanoic acid (1-piperidin-4-yl-1H-imidazol-4-yl)-amide), C(C)(C)(C)CC(=O)Cl (t-butylacetylchloride). Yields the product CC(CC(=O)N1CCC(CC1)N1C=NC(=C1)NC(C(CCC)NC(CC1=CC(=CC(=C1)F)F)=O)=O)(C)C (2-[2-(3,5-Difluoro-phenyl)-acetylamino]-pentanoic acid {1-[1-(3,3-dimethyl-butyryl)-piperidin-4-yl]-1H-imidazol-4-yl}-amide). RXN SMILES: [NH:1]1[CH2:6][CH2:5][CH:4]([N:7]2[CH:11]=[C:10]([NH:12][C:13](=[O:30])[CH:14]([NH:18][C:19](=[O:29])[CH2:20][C:21]3[CH:26]=[C:25]([F:27])[CH:24]=[C:23]([F:28])[CH:22]=3)[CH2:15][CH2:16][CH3:17])[N:9]=[CH:8]2)[CH2:3][CH2:2]1.[C:31]([CH2:35][C:36](Cl)=[O:37])([CH3:34])([CH3:33])[CH3:32]>>[CH3:32][C:31]([CH3:34])([CH3:33])[CH2:35][C:36]([N:1]1[CH2:6][CH2:5][CH:4]([N:7]2[CH:11]=[C:10]([NH:12][C:13](=[O:30])[CH:14]([NH:18][C:19](=[O:29])[CH2:20][C:21]3[CH:26]=[C:25]([F:27])[CH:24]=[C:23]([F:28])[CH:22]=3)[CH2:15][CH2:16][CH3:17])[N:9]=[CH:8]2)[CH2:3][CH2:2]1)=[O:37]. Procedure: Following the procedure for Example 21; 2-[2-(3,5-Difluoro-phenyl)-acetylamino]-pentanoic acid (1-piperidin-4-yl-1H-imidazol-4-yl)-amide was coupled with t-butylacetylchloride to afford the title compound: C13 NMR (100 MHz, CDCl3) 13.9, 18.9, 30.2, 31.6, 33.0, 33.8, 36.0, 40.6, 43.0, 44.9, 45.7, 53.0, 55.7, 102.6, 102.8, 103.1, 105.8, 112.3, 112.4, 112.5, 112.6, 131.5, 137.8, 138.8, 138.9, 161.8, 162.0, 164.3, 164.5, 169.3, 169.5, 170.6; MS 518.30 m/z (M+1). The reactants are N#CC(c1cccnc1)C(O)c1cc2cccnc2n(-c2cc(Cl)cc(Cl)c2)c1=O, ClCCl, O=C(OC(=O)C(F)(F)F)C(F)(F)F, O, O=C(O)C(F)(F)F. The product is N#CC(=Cc1cc2cccnc2n(-c2cc(Cl)cc(Cl)c2)c1=O)c1cccnc1. RXN SMILES: [Cl:1][c:2]1[cH:3][c:4](-[n:9]2[c:10](=[O:30])[c:11]([CH:19]([CH:20]([C:21]#[N:22])[c:23]3[cH:24][n:25][cH:26][cH:27][cH:28]3)[OH:29])[cH:12][c:13]3[cH:14][cH:15][cH:16][n:17][c:18]23)[cH:5][c:6]([Cl:8])[cH:7]1.[Cl:52][CH2:53][Cl:54].[F:38][C:39]([F:40])([F:41])[C:42]([O:43][C:44](=[O:45])[C:46]([F:47])([F:48])[F:49])=[O:50].[OH2:51].[OH:31][C:32]([C:33]([F:34])([F:35])[F:36])=[O:37]>>[Cl:1][c:2]1[cH:3][c:4](-[n:9]2[c:10](=[O:30])[c:11]([CH:19]=[C:20]([C:21]#[N:22])[c:23]3[cH:24][n:25][cH:26][cH:27][cH:28]3)[cH:12][c:13]3[cH:14][cH:15][cH:16][n:17][c:18]23)[cH:5][c:6]([Cl:8])[cH:7]1. Starting materials: C(C)(C)(C)C=1C=C(N(N1)C1=CC(=C(C=C1)O[Si](C(C)C)(C(C)C)C(C)C)CCl)NC(=O)N[C@H]1CC[C@H](C2=CC=CC=C12)OC=1C=CC=2N(C1)C(=NN2)N2[C@H](CCCC2)C (1-[5-tert-Butyl-2-(3-chloromethyl-4-triisopropylsilanyloxy-phenyl)-2H-pyrazol-3-yl]-3-{(1S,4R)-4-[3-((S)-2-methyl-piperidin-1-yl)-[1,2,4]triazolo[4,3-a]pyridin-6-yloxy]-1,2,3,4-tetrahydro-naphthalen-1-yl}-urea), CN1CCNCC1 (1-methyl-piperazine). Solvent: C1CCOC1 (THF). Conditions: temperature 50 celsius. The product is C(C)(C)(C)C=1C=C(N(N1)C1=CC(=C(C=C1)O[Si](C(C)C)(C(C)C)C(C)C)CN1CCN(CC1)C)NC(=O)N[C@H]1CC[C@H](C2=CC=CC=C12)OC=1C=CC=2N(C1)C(=NN2)N2[C@H](CCCC2)C ((5-tert-Butyl-2-[3-(4-methyl-piperazin-1-ylmethyl)-4-triisopropylsilanyloxy-phenyl]-2H-pyrazol-3-yl}-3-{(1S,4R)-4-[3-((S)-2-methyl-piperidin-1-yl)-[1,2,4]triazolo[4,3-a]pyridin-6-yloxy]-1,2,3,4-tetrahydro-naphthalen-1-yl}-urea). Isolated yield 49.8%. As a reaction SMILES: [C:1]([C:5]1[CH:6]=[C:7]([NH:29][C:30]([NH:32][C@@H:33]2[C:42]3[C:37](=[CH:38][CH:39]=[CH:40][CH:41]=3)[C@H:36]([O:43][C:44]3[CH:45]=[CH:46][C:47]4[N:48]([C:50]([N:53]5[CH2:58][CH2:57][CH2:56][CH2:55][C@@H:54]5[CH3:59])=[N:51][N:52]=4)[CH:49]=3)[CH2:35][CH2:34]2)=[O:31])[N:8]([C:10]2[CH:15]=[CH:14][C:13]([O:16][Si:17]([CH:24]([CH3:26])[CH3:25])([CH:21]([CH3:23])[CH3:22])[CH:18]([CH3:20])[CH3:19])=[C:12]([CH2:27]Cl)[CH:11]=2)[N:9]=1)([CH3:4])([CH3:3])[CH3:2].[CH3:60][N:61]1[CH2:66][CH2:65][NH:64][CH2:63][CH2:62]1>C1COCC1>[C:1]([C:5]1[CH:6]=[C:7]([NH:29][C:30]([NH:32][C@@H:33]2[C:42]3[C:37](=[CH:38][CH:39]=[CH:40][CH:41]=3)[C@H:36]([O:43][C:44]3[CH:45]=[CH:46][C:47]4[N:48]([C:50]([N:53]5[CH2:58][CH2:57][CH2:56][CH2:55][C@@H:54]5[CH3:59])=[N:51][N:52]=4)[CH:49]=3)[CH2:35][CH2:34]2)=[O:31])[N:8]([C:10]2[CH:15]=[CH:14][C:13]([O:16][Si:17]([CH:24]([CH3:26])[CH3:25])([CH:21]([CH3:23])[CH3:22])[CH:18]([CH3:20])[CH3:19])=[C:12]([CH2:27][N:64]3[CH2:65][CH2:66][N:61]([CH3:60])[CH2:62][CH2:63]3)[CH:11]=2)[N:9]=1)([CH3:4])([CH3:3])[CH3:2]. Procedure: A solution of Intermediate 61f (31.0 mg, 0.04 mmol) in THF (0.4 mL) was treated with 1-methyl-piperazine (41 μL, 0.37 mmol) and the mixture was heated to 50° C. for 64 h. The mixture was evaporated in vacuo and the residue was partitioned between DCM and water. The aqueous layer was then extracted with DCM (2×). The combined organic layers were washed with water (2×), dried (Na2SO4), filtered and evaporated in vacuo. The residue was purified by FCC, using 0-5% [2M NH3 in MeOH] in DCM, to give th... The reactants are COC([C@@H](CC1=CNC2=CC=CC=C12)NS(=O)(=O)C1=CC=C(C=C1)OC)=O (2(R)-[(4-methoxybenzenesulfonyl)amino]-3-(3-indolyl)-propanoic acid methyl ester), [OH-].[Na+] (sodium hydroxide), Cl (HCl). Run in C(C)O (ethanol). Run at time 8 hour. The product is COC1=CC=C(C=C1)S(=O)(=O)N[C@@H](C(=O)O)CC1=CNC2=CC=CC=C12 (2(R)-[(4-methoxybenzenesulfonyl)amino]-3-(3-indolyl)-propanoic acid). The yield is 92.5%. Reaction SMILES: C[O:2][C:3](=[O:27])[C@H:4]([NH:15][S:16]([C:19]1[CH:24]=[CH:23][C:22]([O:25][CH3:26])=[CH:21][CH:20]=1)(=[O:18])=[O:17])[CH2:5][C:6]1[C:14]2[C:9](=[CH:10][CH:11]=[CH:12][CH:13]=2)[NH:8][CH:7]=1.[OH-].[Na+].Cl>C(O)C>[CH3:26][O:25][C:22]1[CH:23]=[CH:24][C:19]([S:16]([NH:15][C@H:4]([CH2:5][C:6]2[C:14]3[C:9](=[CH:10][CH:11]=[CH:12][CH:13]=3)[NH:8][CH:7]=2)[C:3]([OH:27])=[O:2])(=[O:17])=[O:18])=[CH:20][CH:21]=1 |f:1.2|. Procedure details: To 1.3 mmol of 2(R)-[(4-methoxybenzenesulfonyl)amino]-3-(3-indolyl)-propanoic acid methyl ester suspended in 15 mL of ethanol is added 5 mL of aqueous 2.5M sodium hydroxide. The solid suspension dissolved, and is allowed to stir at ambient temperature overnight. The mixture is acidified with aqueous 10% HCl and extracted with ethyl acetate. The organic phase is washed with brine and dried over sodium sulfate. It is concentrated to afford 0.45 g (93%) of a white solid, Reaction SMILES: [Cl:1][c:2]1[cH:3][cH:4][c:5]2[n:6]([CH:7]([c:8]3[cH:9][cH:10][cH:11][cH:26][cH:27]3)[C:28]([N:12]3[CH2:13][CH:14]([N:17]4[CH2:18][CH2:19][N:20]([CH2:23][CH2:24][CH3:25])[CH2:21][CH2:22]4)[CH2:15][CH2:16]3)=[O:29])[c:30](=[O:31])[nH:32][c:33]2[cH:34]1.[Cl:35][c:36]1[cH:37][cH:38][c:39]2[c:40]([n:41]([CH:45]([C:46](=[O:47])[OH:48])[c:49]3[cH:50][cH:51][c:52]([O:55][CH3:56])[cH:53][cH:54]3)[c:42](=[O:44])[nH:43]2)[cH:57]1>>[N:12]1([C:46]([CH:45]([n:41]2[c:40]3[c:39]([cH:38][cH:37][c:36]([Cl:35])[cH:57]3)[nH:43][c:42]2=[O:44])[c:49]2[cH:50][cH:51][c:52]([O:55][CH3:56])[cH:53][cH:54]2)=[O:47])[CH2:13][CH:14]([N:17]2[CH2:18][CH2:19][N:20]([CH2:23][CH2:24][CH3:25])[CH2:21][CH2:22]2)[CH2:15][CH2:16]1. Yields the product CCCN1CCN(C2CCN(C(=O)C(c3ccc(OC)cc3)n3c(=O)[nH]c4ccc(Cl)cc43)C2)CC1. Starting materials: CCCN1CCN(C2CCN(C(=O)C(c3ccccc3)n3c(=O)[nH]c4cc(Cl)ccc43)C2)CC1, COc1ccc(C(C(=O)O)n2c(=O)[nH]c3ccc(Cl)cc32)cc1. Starting materials: O=C(OO)c1cccc(Cl)c1, [Na+], [Na+], C1CCOC1, O=S([O-])[O-], COc1cc(COc2nn(-c3ccccc3)cc2C=CS(C)=O)ccc1OCc1nc(-c2ccco2)oc1C. The product is COc1cc(COc2nn(-c3ccccc3)cc2C=CS(C)(=O)=O)ccc1OCc1nc(-c2ccco2)oc1C. RXN SMILES: [Cl:40][c:41]1[cH:42][cH:43][cH:44][c:45]([C:46]([O:47][OH:49])=[O:48])[cH:50]1.[Na+:55].[Na+:56].[O:57]1[CH2:58][CH2:59][CH2:60][CH2:61]1.[S:51]([O-:52])([O-:53])=[O:54].[o:1]1[c:2](-[c:6]2[o:7][c:8]([CH3:39])[c:9]([CH2:11][O:12][c:13]3[c:14]([O:37][CH3:38])[cH:15][c:16]([CH2:19][O:20][c:21]4[n:22][n:23](-[c:31]5[cH:32][cH:33][cH:34][cH:35][cH:36]5)[cH:24][c:25]4[CH:26]=[CH:27][S:28](=[O:29])[CH3:30])[cH:17][cH:18]3)[n:10]2)[cH:3][cH:4][cH:5]1>>[o:1]1[c:2](-[c:6]2[o:7][c:8]([CH3:39])[c:9]([CH2:11][O:12][c:13]3[c:14]([O:37][CH3:38])[cH:15][c:16]([CH2:19][O:20][c:21]4[n:22][n:23](-[c:31]5[cH:32][cH:33][cH:34][cH:35][cH:36]5)[cH:24][c:25]4[CH:26]=[CH:27][S:28](=[O:29])([CH3:30])=[O:48])[cH:17][cH:18]3)[n:10]2)[cH:3][cH:4][cH:5]1. Reactants: ClC=1C=C(C=2NC(C3=C(N(C2N1)CC)N=CC=C3)=O)C (2-chloro-5,11-dihydro-11-ethyl-4-methyl-6H-dipyrido[3,2-b:2',3'-e][1,4]diazepin-6-one), NCCCO (3-aminopropanol). Yields the product C(C)N1C2=C(NC(C3=C1N=CC=C3)=O)C(=CC(=N2)NCCCO)C (5,11-Dihydro-11-ethyl-2-(3-hydroxypropyl)amino-4-methyl-6H-dipyrido[3,2-b:2',3'-e][1,4]diazepin-6-one). Reaction SMILES: Cl[C:2]1[CH:3]=[C:4]([CH3:20])[C:5]2[NH:6][C:7](=[O:19])[C:8]3[CH:18]=[CH:17][CH:16]=[N:15][C:9]=3[N:10]([CH2:13][CH3:14])[C:11]=2[N:12]=1.[NH2:21][CH2:22][CH2:23][CH2:24][OH:25]>>[CH2:13]([N:10]1[C:9]2[N:15]=[CH:16][CH:17]=[CH:18][C:8]=2[C:7](=[O:19])[NH:6][C:5]2[C:4]([CH3:20])=[CH:3][C:2]([NH:21][CH2:22][CH2:23][CH2:24][OH:25])=[N:12][C:11]1=2)[CH3:14]. Procedure: The title compound, m.p. 222°-224° C., was synthesized from 2-chloro-5,11-dihydro-11-ethyl-4-methyl-6H-dipyrido[3,2-b:2',3'-e][1,4]diazepin-6-one and 3-aminopropanol using procedures analogous to those described above, except that the mixture was heated in a pressure bottle at 210° C. for 40 min., and the product was crystallized from ethyl acetate.